Task: describe an organic reaction: reactants, conditions, products, and yield. Dataset: the Open Reaction Database (ORD), a public repository of structured organic reaction records Starting materials: C=CC(=O)OCC, CN(C)C=O, O=Cc1ccc(Cl)cc1, N#C[Na]. The product is CCOC(=O)CCC(=O)c1ccc(Cl)cc1. As a reaction SMILES: [C:10]([CH:11]=[CH2:12])(=[O:13])[O:14][CH2:15][CH3:16].[CH3:20][N:21]([CH3:22])[CH:23]=[O:24].[Cl:1][c:2]1[cH:3][cH:4][c:5]([CH:6]=[O:7])[cH:8][cH:9]1.[Na:17][C:18]#[N:19]>>[Cl:1][c:2]1[cH:3][cH:4][c:5]([C:6](=[O:7])[CH2:12][CH2:11][C:10](=[O:13])[O:14][CH2:15][CH3:16])[cH:8][cH:9]1. Starting materials: C(C)(=O)NC1=CC=C(C=2C=CC=NC12)S(=O)O (8-Acetamido-5-quinolinesulfinic acid), C(C)(=O)OC1=CC(=CC=C1)CBr (m-(bromomethyl)phenyl acetate), C([O-])(O)=O.[Na+] (sodium bicarbonate), CN(C=O)C (dimethylformamide). The solvent is O (water). Run at time 30 minute. The product is C(C)(=O)NC=1C=CC(=C2C=CC=NC12)S(=O)(=O)CC1=CC(=CC=C1)OC(C)=O (8-Acetamido-5-(m-acetoxybenzylsulfonyl)quinoline). As a reaction SMILES: [C:1]([NH:4][C:5]1[C:14]2[N:13]=[CH:12][CH:11]=[CH:10][C:9]=2[C:8]([S:15]([OH:17])=[O:16])=[CH:7][CH:6]=1)(=[O:3])[CH3:2].[C:18]([O:21][C:22]1[CH:27]=[CH:26][CH:25]=[C:24]([CH2:28]Br)[CH:23]=1)(=[O:20])[CH3:19].C(=O)(O)[O-].[Na+].CN(C)C=O>O>[C:1]([NH:4][C:5]1[CH:6]=[CH:7][C:8]([S:15]([CH2:28][C:24]2[CH:25]=[CH:26][CH:27]=[C:22]([O:21][C:18](=[O:20])[CH3:19])[CH:23]=2)(=[O:17])=[O:16])=[C:9]2[C:14]=1[N:13]=[CH:12][CH:11]=[CH:10]2)(=[O:3])[CH3:2] |f:2.3|. Procedure details: 8-Acetamido-5-quinolinesulfinic acid (10 g, 40 mmole), m-(bromomethyl)phenyl acetate (11 g, 44 mmole), excess sodium bicarbonate (5 g) and dry dimethylformamide (50 ml) were mixed and heated on the steam bath for 11/2 hours. The mixture was slowly poured into 800 ml stirred water and the mixture stirred another 30 min. The solid was filtered off, washed with water, and air-dried overnight. Yield 15.8 g (99 percent) of crude but relatively pure product, m.p. 179°-182° C. A sample recrystallized f... Starting materials: C1COCCO1, CCOC(=O)c1ccc(B(O)O)c(OC)c1, Cl, [Li+], [OH-], O, O. The product is COc1cc(C(=O)O)ccc1B(O)O. Reaction SMILES: [CH2:22]1[O:23][CH2:24][CH2:25][O:26][CH2:27]1.[CH2:4]([CH3:5])[O:6][C:7](=[O:8])[c:9]1[cH:10][c:11]([O:18][CH3:19])[c:12]([B:15]([OH:16])[OH:17])[cH:13][cH:14]1.[ClH:21].[Li+:3].[OH-:2].[OH2:1].[OH2:20]>>[O:6]=[C:7]([OH:8])[c:9]1[cH:10][c:11]([O:18][CH3:19])[c:12]([B:15]([OH:16])[OH:17])[cH:13][cH:14]1. The reagents and catalysts are [Pt]=O (platinum oxide). RXN SMILES: [C:1]([NH:4][CH2:5][CH2:6][C:7]1[CH:12]=[CH:11][N:10]=[CH:9][CH:8]=1)(=[O:3])[CH3:2].Cl.[H][H]>C(O)C.[Pt]=O>[C:1]([NH:4][CH2:5][CH2:6][CH:7]1[CH2:8][CH2:9][NH:10][CH2:11][CH2:12]1)(=[O:3])[CH3:2]. Yield: 52.6%. The reactants are C(C)(=O)NCCC1=CC=NC=C1 (4-(2-Acetamidoethyl)pyridine), Cl (hydrochloric acid), [H][H] (hydrogen). The solvent is C(C)O (ethanol). Product: C(C)(=O)NCCC1CCNCC1 (4-(2-acetamidoethyl)piperidine). Procedure details: 4-(2-Acetamidoethyl)pyridine (33 g.) in ethanol (250 ml.) was acidified to pH 4 with hydrochloric acid and hydrogenated at 60 p.s.i./60° C. over a platinum oxide catalyst for 18 hours, after which time the uptake of hydrogen was complete. The catalyst was then removed by filtration and the filtrate was treated with a solution of potassium hydroxide flakes in methanol (1.1 molar equivalents) and refiltered. The solvents were distilled off in vacuo, leaving a clear oil, which on standing gave 4-(2... Reaction SMILES: [C:1]1([C:7]2([C:11]([Cl:13])=[O:12])[CH2:10][CH2:9][CH2:8]2)[CH:6]=[CH:5][CH:4]=[CH:3][CH:2]=1.[CH:14]([N:17]([CH:21]([CH3:23])[CH3:22])[CH2:18][CH2:19][OH:20])([CH3:16])[CH3:15]>>[ClH:13].[C:1]1([C:7]2([C:11]([O:20][CH2:19][CH2:18][N:17]([CH:21]([CH3:23])[CH3:22])[CH:14]([CH3:16])[CH3:15])=[O:12])[CH2:10][CH2:9][CH2:8]2)[CH:6]=[CH:5][CH:4]=[CH:3][CH:2]=1 |f:2.3|. Reported procedure: The title compound was prepared in an analogous manner to that in Example 36 by reacting 1-phenylcyclobutanecarbonyl chloride with 2-diisopropylaminoethanol at 80° C. for 17 h. The undissolved oil was separated from the reaction mixture and the toluene solution was chromatographed on silica gel using toluene-Et3N 98:2 as eluent. The yield was 1.5 g (77%); mp 110-114° C.; 1H NMR (D2O) δ 1.33 (d, 12H), 1.97 (m, 1H), 2.11 (m, 1H), 2.63 (m, 2H), 2.89 (m, 2H), 3.47 (t, 2H), 3.70 (m, 2H), 4.46 (t, 2H)... Yields the product Cl.C1(=CC=CC=C1)C1(CCC1)C(=O)OCCN(C(C)C)C(C)C (2-(Diisopropylamino)ethyl 1-phenylcyclobutanecarboxylate Hydrochloride). Reactants: C1(=CC=CC=C1)C1(CCC1)C(=O)Cl (1-phenylcyclobutanecarbonyl chloride), C(C)(C)N(CCO)C(C)C (2-diisopropylaminoethanol). Starting materials: CS(=O)(=O)N(C1=C(C=CC=C1)C1=CC(=C2C=NC(=NN21)NC2=C(C=C(C=C2)C2CCN(CC2)CC(=O)N)OC)OCOCC[Si](C)(C)C)C (2-(4-{4-[7-[2-(Methanesulfonyl-methyl-amino)-phenyl]-5-(2-trimethylsilanyl-ethoxymethoxy)-pyrrolo[2,1-f][1,2,4]triazin-2-ylamino]-3-methoxy-phenyl}-piperidin-1-yl)-acetamide), FC(C(=O)O)(F)F (Trifluoroacetic Acid), sulfonic acid, C(=O)(C(F)(F)F)O (TFA). Solvent: C(Cl)Cl (Methylene chloride). Run at time 2 hour. Yields the product OC=1C=C(N2N=C(N=CC21)NC2=C(C=C(C=C2)C2CCN(CC2)CC(=O)N)OC)C2=C(C=CC=C2)N(C)S(=O)(=O)C (2-[4-(4-{5-Hydroxy-7-[2-(methanesulfonyl-methyl-amino)-phenyl]-pyrrolo[2,1-f][1,2,4]triazin-2-ylamino}-3-methoxy-phenyl)-piperidin-1-yl]-acetamide). Yield: 40.3%. As a reaction SMILES: [CH3:1][S:2]([N:5]([CH3:49])[C:6]1[CH:11]=[CH:10][CH:9]=[CH:8][C:7]=1[C:12]1[N:20]2[C:15]([CH:16]=[N:17][C:18]([NH:21][C:22]3[CH:27]=[CH:26][C:25]([CH:28]4[CH2:33][CH2:32][N:31]([CH2:34][C:35]([NH2:37])=[O:36])[CH2:30][CH2:29]4)=[CH:24][C:23]=3[O:38][CH3:39])=[N:19]2)=[C:14]([O:40]COCC[Si](C)(C)C)[CH:13]=1)(=[O:4])=[O:3].FC(F)(F)C(O)=O>C(Cl)Cl>[OH:40][C:14]1[CH:13]=[C:12]([C:7]2[CH:8]=[CH:9][CH:10]=[CH:11][C:6]=2[N:5]([S:2]([CH3:1])(=[O:3])=[O:4])[CH3:49])[N:20]2[C:15]=1[CH:16]=[N:17][C:18]([NH:21][C:22]1[CH:27]=[CH:26][C:25]([CH:28]3[CH2:33][CH2:32][N:31]([CH2:34][C:35]([NH2:37])=[O:36])[CH2:30][CH2:29]3)=[CH:24][C:23]=1[O:38][CH3:39])=[N:19]2. Reported procedure: Into a one dram vial, 2-(4-{4-[7-[2-(Methanesulfonyl-methyl-amino)-phenyl]-5-(2-trimethylsilanyl-ethoxymethoxy)-pyrrolo[2,1-f][1,2,4]triazin-2-ylamino]-3-methoxy-phenyl}-piperidin-1-yl)-acetamide (89 mg, 0.12 mmol), Methylene chloride (1.50 mL), and Trifluoroacetic Acid (0.50 mL, 6.5 mmol) was added. The reaction mixture was stirred at room temperature for 2 hours. The solvent was removed under vacuum. The reaction mixture was purified via HPLC reverse phase chromatography with 0.1% TFA in Water... Starting materials: C1OC2=C(C=CC=C2O1)CC=O (2-(2,3-methylenedioxyphenyl)acetaldehyde), C1OC2=C(C=O)C=CC=C2O1 (2,3-methylenedioxybenzaldehyde). The product is C1OC2=C(C=CC=C2O1)CCC=O (3-(2,3-methylenedioxyphenyl)propionaldehyde). As a reaction SMILES: [CH2:1]1[O:9][C:8]2[C:3](=[C:4]([CH2:10][CH:11]=O)[CH:5]=[CH:6][CH:7]=2)[O:2]1.[CH2:13]1OC2C(=C(C=CC=2)C=O)[O:14]1>>[CH2:1]1[O:9][C:8]2[C:3](=[C:4]([CH2:10][CH2:11][CH:13]=[O:14])[CH:5]=[CH:6][CH:7]=2)[O:2]1. Procedure: Following essentially the same procedure, but substituting 2-(2,3-methylenedioxyphenyl)acetaldehyde for the 2,3-methylenedioxybenzaldehyde, results in the formation of 3-(2,3-methylenedioxyphenyl)propionaldehyde. Reactants: CC1CC(NC(=O)Nc2cnc3c(ccn3COCC[Si](C)(C)C)n2)CN(C(=O)OCc2ccccc2)C1, CCO, [OH-], [OH-], [Pd+2]. Yields the product CC1CNCC(NC(=O)Nc2cnc3c(ccn3COCC[Si](C)(C)C)n2)C1. As a reaction SMILES: [CH2:1]([O:2][C:3](=[O:4])[N:11]1[CH2:12][CH:13]([CH3:38])[CH2:14][CH:15]([NH:17][C:18](=[O:19])[NH:20][c:21]2[n:22][c:23]3[c:24]([n:25][cH:26]2)[n:27]([CH2:30][O:31][CH2:32][CH2:33][Si:34]([CH3:35])([CH3:36])[CH3:37])[cH:28][cH:29]3)[CH2:16]1)[c:5]1[cH:6][cH:7][cH:8][cH:9][cH:10]1.[CH3:39][CH2:40][OH:41].[OH-:42].[OH-:44].[Pd+2:43]>>[NH:11]1[CH2:12][CH:13]([CH3:38])[CH2:14][CH:15]([NH:17][C:18](=[O:19])[NH:20][c:21]2[n:22][c:23]3[c:24]([n:25][cH:26]2)[n:27]([CH2:30][O:31][CH2:32][CH2:33][Si:34]([CH3:35])([CH3:36])[CH3:37])[cH:28][cH:29]3)[CH2:16]1. Starting materials: [H-].[Na+] (NaH), C1OC2[C@]3(C)[C@@H](CC2OC1)[C@@H]1CCC2C[C@H](CC[C@]2(C)[C@H]1CC3)O (17-ethylenedioxy-androstan-3β-ol), O (water), C(C)OC(CBr)OCC (bromoacetaldehyde diethylacetal). Run in O1CCCC1 (tetrahydrofuran). Reaction conditions: time 2 hour. The product is C(C)OC(CO[C@@H]1CC2CC[C@H]3[C@@H]4CC5C([C@@]4(C)CC[C@@H]3[C@]2(CC1)C)OCCO5)OCC (3β-(2,2-diethoxyethoxy)-17-ethylenedioxy-androstane). As a reaction SMILES: [H-].[Na+].[CH2:3]1[CH2:12][O:11][CH:10]2[CH:5]([C@:6]3([CH2:25][CH2:24][C@H:23]4[C@@H:13]([CH2:14][CH2:15][CH:16]5[C@:21]4([CH3:22])[CH2:20][CH2:19][C@H:18]([OH:26])[CH2:17]5)[C@@H:8]3[CH2:9]2)[CH3:7])[O:4]1.[CH2:27]([O:29][CH:30]([O:33][CH2:34][CH3:35])[CH2:31]Br)[CH3:28].O>O1CCCC1>[CH2:27]([O:29][CH:30]([O:33][CH2:34][CH3:35])[CH2:31][O:26][C@H:18]1[CH2:19][CH2:20][C@@:21]2([CH3:22])[CH:16]([CH2:15][CH2:14][C@@H:13]3[C@@H:23]2[CH2:24][CH2:25][C@@:6]2([CH3:7])[C@H:8]3[CH2:9][CH:10]3[O:11][CH2:12][CH2:3][O:4][CH:5]32)[CH2:17]1)[CH3:28] |f:0.1|. Reported procedure: To a suspension of 5.5 g of NaH (60% dispersion in mineral oil) in 400 ml of dry tetrahydrofuran 8.5 g of 17-ethylenedioxy-androstan-3β-ol were added at room temperature under nitrogen atmosphere. The mixture was kept at 40° C. for 2 hrs, then 26 ml of bromoacetaldehyde diethylacetal were added and the suspension was kept at the same temperature for 4 hrs; 50 ml of water were added cautiously, and the tetrahydrofuran was distilled under reduced pressure. The residue was extracted with methylene ...